This data is from the Open Reaction Database (ORD), a public repository of structured organic reaction records. The task is: describe an organic reaction: reactants, conditions, products, and yield The reactants are Br, CS(C)=O, N, Nc1ccc(-c2ccccc2)cc1. Yields the product Nc1ccc(-c2ccccc2)cc1Br. Reaction SMILES: [BrH:1].[CH3:16][S:17]([CH3:18])=[O:19].[NH3:15].[c:2]1(-[c:9]2[cH:10][cH:11][cH:12][cH:13][cH:14]2)[cH:3][cH:4][c:5]([NH2:8])[cH:6][cH:7]1>>[Br:1][c:6]1[c:5]([NH2:8])[cH:4][cH:3][c:2](-[c:9]2[cH:10][cH:11][cH:12][cH:13][cH:14]2)[cH:7]1. Reactants: CC(C)(C)OC(=O)N1CCC(N)CC1, NC(=O)c1ccc(OCC2CO2)cc1, CN(C)C=O. Product: CC(C)(C)OC(=O)N1CCC(NCC(O)COc2ccc(C(N)=O)cc2)CC1. Reaction SMILES: [NH2:15][CH:16]1[CH2:17][CH2:18][N:19]([C:22](=[O:23])[O:24][C:25]([CH3:26])([CH3:27])[CH3:28])[CH2:20][CH2:21]1.[O:1]1[CH:2]([CH2:4][O:5][c:6]2[cH:7][cH:8][c:9]([C:10](=[O:11])[NH2:12])[cH:13][cH:14]2)[CH2:3]1.[O:29]=[CH:30][N:31]([CH3:32])[CH3:33]>>[OH:1][CH:2]([CH2:3][NH:15][CH:16]1[CH2:17][CH2:18][N:19]([C:22](=[O:23])[O:24][C:25]([CH3:26])([CH3:27])[CH3:28])[CH2:20][CH2:21]1)[CH2:4][O:5][c:6]1[cH:7][cH:8][c:9]([C:10](=[O:11])[NH2:12])[cH:13][cH:14]1. Reaction SMILES: [C:1]([c:2]1[cH:3][cH:4][cH:5][cH:6][cH:7]1)([c:8]1[cH:9][cH:10][cH:11][cH:12][cH:13]1)([c:14]1[cH:15][cH:16][cH:17][cH:18][cH:19]1)[n:20]1[n:21][c:22]2[c:27]([cH:28]1)[C:26](=[O:29])[CH2:25][CH2:24][CH2:23]2.[CH3:33][CH2:34][OH:35].[ClH:30].[NH2:31][OH:32].[OH2:42].[cH:36]1[cH:37][cH:38][n:39][cH:40][cH:41]1>>[C:1]([c:2]1[cH:3][cH:4][cH:5][cH:6][cH:7]1)([c:8]1[cH:9][cH:10][cH:11][cH:12][cH:13]1)([c:14]1[cH:15][cH:16][cH:17][cH:18][cH:19]1)[n:20]1[n:21][c:22]2[c:27]([cH:28]1)[C:26](=[N:31][OH:32])[CH2:25][CH2:24][CH2:23]2. The product is ON=C1CCCc2nn(C(c3ccccc3)(c3ccccc3)c3ccccc3)cc21. Starting materials: O=C1CCCc2nn(C(c3ccccc3)(c3ccccc3)c3ccccc3)cc21, CCO, Cl, NO, O, c1ccncc1. Reactants: BrC=1C=C2C=C(NC2=CC1)CCO (2-(5-bromo-1H-indol-2-yl)ethanol), N1C=NC=C1 (imidazole), CC(C)(C)[Si](C)(C)Cl (TBSCl). Solvent: C(Cl)Cl (DCM), C(Cl)Cl (DCM). Reaction conditions: time 30 minute. Product: BrC=1C=C2C=C(NC2=CC1)CCO[Si](C)(C)C(C)(C)C (5-bromo-2-(2-(tert-butyldimethylsilyloxy)ethyl)-1H-indole). Reaction SMILES: [Br:1][C:2]1[CH:3]=[C:4]2[C:8](=[CH:9][CH:10]=1)[NH:7][C:6]([CH2:11][CH2:12][OH:13])=[CH:5]2.N1C=CN=C1.[CH3:19][C:20]([Si:23](Cl)([CH3:25])[CH3:24])([CH3:22])[CH3:21]>C(Cl)Cl>[Br:1][C:2]1[CH:3]=[C:4]2[C:8](=[CH:9][CH:10]=1)[NH:7][C:6]([CH2:11][CH2:12][O:13][Si:23]([C:20]([CH3:22])([CH3:21])[CH3:19])([CH3:25])[CH3:24])=[CH:5]2. Reported procedure: To solution of 2-(5-bromo-1H-indol-2-yl)ethanol (11.37 g, 47.36 mmol) in DCM (150 mL) was added imidazole (4.0 g, 58.75 mmol). Reaction mixture was cooled to 0° C. before solution of TBSCl (8.60 g, 57.06 mmol) was added dropwise. The reaction mixture was allowed to warm to room temperature and stirred for 30 min. The mixture was then diluted with DCM (150 mL), washed with H2O (100 mL) and NaCl (aqueous saturated, 100 mL) and the organic phase was dried over Na2SO4. The solvent was concentrated t... Starting materials: crude product, C([C@H](CCC(CCCCCC)O)O)O ((2S,5RS)-1,2,5-undecanetriol). The reagents and catalysts are [Os](=O)(=O)(=O)=O (Osmium tetroxide). The solvent is CCOCC (ether). The product is O[C@@H]1C(=O)O[C@@H](CC1)CCCCCC ((2S,5R)-2-hydroxy-5-hexyl-δ-valerolactone). As a reaction SMILES: [CH2:1]([OH:14])[C@@H:2]([OH:13])[CH2:3][CH2:4][CH:5]([OH:12])[CH2:6][CH2:7][CH2:8][CH2:9][CH2:10][CH3:11]>CCOCC.[Os](=O)(=O)(=O)=O>[OH:13][C@H:2]1[CH2:3][CH2:4][C@@H:5]([CH2:6][CH2:7][CH2:8][CH2:9][CH2:10][CH3:11])[O:12][C:1]1=[O:14]. Procedure details: When (2S,5R)-2-hydroxy-5-hexyl-δ-valerolactone was prepared from (2R)-octane-1,2-epoxide as the starting compound, a tetrahydrofuran solution of an aryl Grignard reagent was synthesized from an aryl bromide by the process disclosed in Organic Synthesis, V, 608 (1973), a tetrahydrofuran solution of (2R)-octane-1,2-epoxide was added thereto, and the mixture was refluxed and reacted in an argon atmosphere. A saturated aqueous solution of ammonium chloride was added to the reacted mixture, and the m... Starting materials: C[Si](C)(C)C#CC1=CC=C(OCCO)C=C1 (2-(4-trimethylsilanylethynylphenoxy)ethanol). Run in CCOC(=O)C (EtOAc). Product: C(#C)C1=CC=C(OCCO)C=C1 (2-(4-ethynylphenoxy)ethanol). Reaction SMILES: C[Si]([C:5]#[C:6][C:7]1[CH:16]=[CH:15][C:10]([O:11][CH2:12][CH2:13][OH:14])=[CH:9][CH:8]=1)(C)C>CCOC(C)=O>[C:6]([C:7]1[CH:16]=[CH:15][C:10]([O:11][CH2:12][CH2:13][OH:14])=[CH:9][CH:8]=1)#[CH:5]. Reported procedure: The product was obtained analogously to Example 1.1c starting from 12.20 g (52.05 mmol) of 2-(4-trimethylsilanylethynylphenoxy)ethanol. Yield: 7.70 g (91% of theoretical); C1oH10O2 (M=162.185); calc.: molpeak (M+H)+: 163; found: molpeak (M+H)+: 163; Rf value: 0.32 (silica gel, PE/EtOAc 6:4). The reactants are C1(CC1)B(O)O (cyclopropylboronic acid), C([O-])([O-])=O.[Na+].[Na+] (sodium carbonate), tetrakis(triphenylphosphin)palladium(0), C(C1=CC=CC=C1)N1N=C(C=C1OS(=O)(=O)C(F)(F)F)C(=O)OC (methyl 1-benzyl-5-{[(trifluoromethyl)sulfonyl]oxy}-1H-pyrazole-3-carboxylate). Solvent: COCCOC (1,2-dimethoxyethane). Conditions: temperature 75 celsius, time 24 hour. Product: C(C1=CC=CC=C1)N1N=C(C=C1C1CC1)C(=O)OC (methyl 1-benzyl-5-cyclopropyl-1H-pyrazole-3-carboxylate). As a reaction SMILES: [CH2:1]([N:8]1[C:12](OS(C(F)(F)F)(=O)=O)=[CH:11][C:10]([C:21]([O:23][CH3:24])=[O:22])=[N:9]1)[C:2]1[CH:7]=[CH:6][CH:5]=[CH:4][CH:3]=1.[CH:25]1(B(O)O)[CH2:27][CH2:26]1.C(=O)([O-])[O-].[Na+].[Na+]>COCCOC>[CH2:1]([N:8]1[C:12]([CH:25]2[CH2:27][CH2:26]2)=[CH:11][C:10]([C:21]([O:23][CH3:24])=[O:22])=[N:9]1)[C:2]1[CH:7]=[CH:6][CH:5]=[CH:4][CH:3]=1 |f:2.3.4|. Procedure details: 2.57 g of methyl 1-benzyl-5-{[(trifluoromethyl)sulfonyl]oxy}-1H-pyrazole-3-carboxylate (7.06 mmol, 1.0 eq.) were dissolved in 51 mL of dry 1,2-dimethoxyethane under nitrogen atmosphere. 1.52 g of cyclopropylboronic acid (17.6 mmol, 2.5 eq.), 2.62 g of sodium carbonate (24.7 mmol, 3.5 eq.) and 408 mg of tetrakis(triphenylphosphin)palladium(0) (0.353 mmol, 0.05 eq.) were added and the mixture was stirred for 24 hours at 75° C. bath temperature. Then the mixture was filtered off and washed with eth... Reactants: C(C)C(CCCCCC)=NNC(=O)OC(C)(C)C (tert-butyl N′-(1-ethyl-heptylidene)-hydrazinecarboxylate), [OH-].[Na+] (NaOH), C(#N)[BH3-].[Na+] (sodium cyanoborohydride), Cl (HCl). The solvent is C1CCOC1 (THF), CO (methanol). Run at time 2 hour. Product: C(C)C(CCCCCC)NN ((1-Ethyl-heptyl)-hydrazine). Reaction SMILES: [CH2:1]([C:3](=[N:10][NH:11]C(OC(C)(C)C)=O)[CH2:4][CH2:5][CH2:6][CH2:7][CH2:8][CH3:9])[CH3:2].C([BH3-])#N.[Na+].Cl.[OH-].[Na+]>C1COCC1.CO>[CH2:1]([CH:3]([NH:10][NH2:11])[CH2:4][CH2:5][CH2:6][CH2:7][CH2:8][CH3:9])[CH3:2] |f:1.2,4.5|. Procedure: 34.84 g (135.9 mmol) of tert-butyl N′-(1-ethyl-heptylidene)-hydrazinecarboxylate are dissolved in a mixture of 100 ml of THF and 150 ml of methanol and, after 9.93 g (157.6 mmol) of sodium cyanoborohydride have been added, the mixture is stirred for 2 hours at room temperature. 97 ml of 6N HCl are added dropwise and, after the addition has ended, the mixture is refluxed for 1.5 hours. It is neutralized with 6N NaOH solution, then, after the non-aqueous solvents have been removed, extracted three... Reactants: CC(C)=O, CCOCC, O=Cc1ccc(O)c(Cl)c1, CI, [K+], [K+], O=C([O-])[O-]. The product is COc1ccc(C=O)cc1Cl. Reaction SMILES: [CH3:19][C:20](=[O:21])[CH3:22].[CH3:23][CH2:24][O:25][CH2:26][CH3:27].[Cl:1][c:2]1[cH:3][c:4]([CH:5]=[O:6])[cH:7][cH:8][c:9]1[OH:10].[I:11][CH3:12].[K+:13].[K+:14].[O-:15][C:16]([O-:17])=[O:18]>>[Cl:1][c:2]1[cH:3][c:4]([CH:5]=[O:6])[cH:7][cH:8][c:9]1[O:10][CH3:16]. As a reaction SMILES: [C:16](=[O:17])([O-:18])[O-:19].[C:42]([O:43][CH2:44][CH3:45])(=[O:46])[CH3:47].[ClH:1].[K+:20].[K+:21].[O:11]=[CH:12][N:13]([CH3:14])[CH3:15].[OH2:48].[SH:2][c:3]1[c:4]([CH2:9][OH:10])[n:5][cH:6][cH:7][cH:8]1.[c:22]1([C:28]([c:29]2[cH:30][cH:31][cH:32][cH:33][cH:34]2)([c:35]2[cH:36][cH:37][cH:38][cH:39][cH:40]2)[Cl:41])[cH:23][cH:24][cH:25][cH:26][cH:27]1>>[S:2]([c:3]1[c:4]([CH2:9][OH:10])[n:5][cH:6][cH:7][cH:8]1)[C:28]([c:22]1[cH:23][cH:24][cH:25][cH:26][cH:27]1)([c:29]1[cH:30][cH:31][cH:32][cH:33][cH:34]1)[c:35]1[cH:36][cH:37][cH:38][cH:39][cH:40]1. The reactants are O=C([O-])[O-], CCOC(C)=O, Cl, [K+], [K+], CN(C)C=O, O, OCc1ncccc1S, ClC(c1ccccc1)(c1ccccc1)c1ccccc1. Yields the product OCc1ncccc1SC(c1ccccc1)(c1ccccc1)c1ccccc1.